From a dataset of the Open Reaction Database (ORD), a public repository of structured organic reaction records. describe an organic reaction: reactants, conditions, products, and yield Starting materials: CCOC(COc1ccc(C=O)cc1OC)=O, CC1=CN=C(C=C1)N, [C-]#[N+]C1CCCCC1. Reagents/catalysts: O=C(O)C(F)(F)F (trifluoroacetic acid). Run in CC(C)O (isopropyl alcohol), CC(C)O (isopropylalcohol). Reaction conditions: temperature 22 celsius, time 20 hour. Yields the product CCOC(COc1ccc(cc1OC)c1c(NC2CCCCC2)n2cc(C)ccc2n1)=O. Isolated yield 24.4%. Reaction SMILES: CC1=CC=C(N)N=C1.[C-]#[N+]C1CCCCC1.CCOC(=O)COC1=C(OC)C=C(C=O)C=C1>>CCOC(=O)COC1=C(OC)C=C(C=C1)C1=C(NC2CCCCC2)N2C=C(C)C=CC2=N1. The reactants are C(#N)[C@H]1N(CCCC1)C(=O)OC(C)(C)C (tert-butyl (2S)-2-cyano-1-piperidinecarboxylate), Cl.NO (hydroxylamine hydrochloride), C([O-])([O-])=O.[Na+].[Na+] (sodium carbonate). Solvent: CO (methanol), O (water), CO (methanol). Product: N\C(\[C@H]1N(CCCC1)C(=O)OC(C)(C)C)=N/O (tert-butyl (Z)-(2S)-2-[amino(hydroxyimino)methyl]-1-piperidinecarboxylate). Isolated yield 93.0%. Reaction SMILES: [C:1]([C@@H:3]1[CH2:8][CH2:7][CH2:6][CH2:5][N:4]1[C:9]([O:11][C:12]([CH3:15])([CH3:14])[CH3:13])=[O:10])#[N:2].Cl.[NH2:17][OH:18].C(=O)([O-])[O-].[Na+].[Na+]>CO.O>[NH2:2]/[C:1](=[N:17]\[OH:18])/[C@@H:3]1[CH2:8][CH2:7][CH2:6][CH2:5][N:4]1[C:9]([O:11][C:12]([CH3:15])([CH3:14])[CH3:13])=[O:10] |f:1.2,3.4.5|. Procedure details: A solution of tert-butyl (2S)-2-cyano-1-piperidinecarboxylate (13.10 g) [see Preparation 3] in methanol (500 ml) was added to a solution of hydroxylamine hydrochloride (21.6 g) and sodium carbonate (33.0 g) in water (600 ml). The reaction mixture was warmed to the reflux temperature and stirred for 8 hours after which time the methanol was removed under reduced pressure and the product extracted from the aqueous layer with ethyl acetate (3×500 ml). The combined organic layers were washed with wa... The reactants are S(=O)(Cl)Cl (thionyl chloride), CC(C(=O)O)=CC1=CC=C(C=C1)OC=1C=NC=CC1 (2-methyl-3-[4-(3-pyridyloxy)phenyl]propenoic acid), N1=CC=CC=C1 (pyridine). Run in C(Cl)(Cl)Cl (chloroform). Product: CC(C(=O)Cl)=CC1=CC=C(C=C1)OC=1C=NC=CC1 (2-methyl-3-[4-(3-pyridyloxy)phenyl]propenoic acid chloride). Reaction SMILES: S(Cl)([Cl:3])=O.[CH3:5][C:6](=[CH:10][C:11]1[CH:16]=[CH:15][C:14]([O:17][C:18]2[CH:19]=[N:20][CH:21]=[CH:22][CH:23]=2)=[CH:13][CH:12]=1)[C:7](O)=[O:8].N1C=CC=CC=1>C(Cl)(Cl)Cl>[CH3:5][C:6](=[CH:10][C:11]1[CH:16]=[CH:15][C:14]([O:17][C:18]2[CH:19]=[N:20][CH:21]=[CH:22][CH:23]=2)=[CH:13][CH:12]=1)[C:7]([Cl:3])=[O:8]. Procedure: 5 g of thionyl chloride was added dropwise to a mixture of 6 g of 2-methyl-3-[4-(3-pyridyloxy)phenyl]propenoic acid, 80 ml of pyridine and 50 ml of chloroform under ice-cooling with stirring, followed by stirring for one hour to obtain a solution of 2-methyl-3-[4-(3-pyridyloxy)phenyl]propenoic acid chloride. 8 g of cyclohexylamine was added to the solution, and the mixture was stirred for one hour and poured into water. The mixture was rendered basic with sodium carbonate, and the organic layer ... Starting materials: ClC=1SC2=C(N1)C=C(C=C2)Cl.CN(C=2SC1=C(N2)C=C(C=C1)Cl)C1=CC=C(C=C1)O (4-[N-methyl-N-(5-chloro-2-benzothiazolyl)amino]phenol 2,5-Dichlorobenzothiazole), CNC1=CC=C(C=C1)O (4-(N-methylamino)phenol). The solvent is O.C(C)#N (water acetonitrile). The product is CN(C=1SC2=C(N1)C=C(C=C2)Cl)C2=CC=C(C=C2)O (4-[N-methyl-N-(5-chloro-2-benzothiazolyl)amino]phenol). Yield: 170.2%. RXN SMILES: ClC1SC2C=CC(Cl)=CC=2N=1.[CH3:12][N:13]([C:24]1[CH:29]=[CH:28][C:27]([OH:30])=[CH:26][CH:25]=1)[C:14]1[S:15][C:16]2[CH:22]=[CH:21][C:20]([Cl:23])=[CH:19][C:17]=2[N:18]=1.CNC1C=CC(O)=CC=1>O.C(#N)C>[CH3:12][N:13]([C:24]1[CH:29]=[CH:28][C:27]([OH:30])=[CH:26][CH:25]=1)[C:14]1[S:15][C:16]2[CH:22]=[CH:21][C:20]([Cl:23])=[CH:19][C:17]=2[N:18]=1 |f:0.1,3.4|. Reported procedure: 4-[N-methyl-N-(5-chloro-2-benzothiazolyl)amino]phenol 2,5-Dichlorobenzothiazole (5.0 g) and 4-(N-methylamino)phenol (4.7 g) were added to a water/acetonitrile mixture (1:1) and the mixture was heated under reflux for a period of 24 hours. After cooling the solid was collected by filtration and recrystallised from water/acetonitrile to give 4-[N-methyl-N-(5-chloro-2-benzothiazolyl)amino]phenol (5.0 g) as colourless crystals, mp 238°-240° C. Reactants: CN(CCNC(=O)N1CCN(CC1)C1=CC=C(C=C1)F)C (N-[2-(Dimethylamino)ethyl]-4-(4-fluorophenyl)-1-piperazinecarboxamide), C(=O)(N1C=NC=C1)N1C=NC=C1 (1,1'-carbonyldiimidazole), CN(C)CCN (unsym-dimethylethylenediamine), COC=1C=C(C=CC1)N1CCNCC1 (1-(3-methoxyphenyl)piperazine). Run in O1CCCC1 (tetrahydrofuran). Product: CN(CCNC(=O)N1CCN(CC1)C1=CC(=CC=C1)OC)C (N-[2-(Dimethylamino)ethyl]-4-(3-methoxyphenyl)-1-piperazinecarboxamide). The yield is 51.0%. As a reaction SMILES: [CH3:1][N:2]([CH3:21])[CH2:3][CH2:4][NH:5][C:6]([N:8]1[CH2:13][CH2:12][N:11]([C:14]2[CH:19]=[CH:18][C:17](F)=[CH:16][CH:15]=2)[CH2:10][CH2:9]1)=[O:7].[C:22](N1C=CN=C1)(N1C=CN=C1)=[O:23].CN(CCN)C.COC1C=C(N2CCNCC2)C=CC=1>O1CCCC1>[CH3:1][N:2]([CH3:21])[CH2:3][CH2:4][NH:5][C:6]([N:8]1[CH2:13][CH2:12][N:11]([C:14]2[CH:19]=[CH:18][CH:17]=[C:16]([O:23][CH3:22])[CH:15]=2)[CH2:10][CH2:9]1)=[O:7]. Procedure: This compound was prepared according to the procedure used to synthesize the compound of Example 11. A mixture of 4.9 g (0.03 mole) of 1,1'-carbonyldiimidazole, 2.6 g (0.03 mole) of unsym-dimethylethylenediamine, and 5.8 g (0.03 mole) of 1-(3-methoxyphenyl)piperazine in a total of 200 ml of tetrahydrofuran gave an oil which solidified. After trituration with petroleum ether (30°-60° C.), the collected solid was recrystallized from cyclohexanebenzene to yield 4.7 g (51%) of the title compound as ... Reactants: CN(Cc1cccc(Br)n1)CC1CCN(C(=O)OC(C)(C)C)CC1, CCOC(C)=O, CC1(C)OB(c2ccncc2)OC1(C)C, Cc1ccccc1, N, [Na+], [Na+], O=C([O-])[O-], [Pd], c1ccc(P(c2ccccc2)c2ccccc2)cc1, c1ccc(P(c2ccccc2)c2ccccc2)cc1, c1ccc(P(c2ccccc2)c2ccccc2)cc1, c1ccc(P(c2ccccc2)c2ccccc2)cc1. Product: CN(Cc1cccc(-c2ccncc2)n1)CC1CCN(C(=O)OC(C)(C)C)CC1. RXN SMILES: [C:1]([CH3:2])([CH3:3])([CH3:4])[O:5][C:6](=[O:7])[N:8]1[CH2:9][CH2:10][CH:11]([CH2:14][N:15]([CH3:16])[CH2:17][c:18]2[n:19][c:20]([Br:24])[cH:21][cH:22][cH:23]2)[CH2:12][CH2:13]1.[CH3:131][CH2:132][O:133][C:134](=[O:135])[CH3:136].[CH3:31][C:32]1([CH3:33])[C:34]([CH3:35])([CH3:36])[O:37][B:38]([c:39]2[cH:40][cH:41][n:42][cH:43][cH:44]2)[O:45]1.[CH3:47][c:48]1[cH:49][cH:50][cH:51][cH:52][cH:53]1.[NH3:46].[Na+:25].[Na+:26].[O-:27][C:28](=[O:29])[O-:30].[Pd:130].[c:111]1([P:112]([c:113]2[cH:114][cH:115][cH:116][cH:117][cH:118]2)[c:119]2[cH:120][cH:121][cH:122][cH:123][cH:124]2)[cH:125][cH:126][cH:127][cH:128][cH:129]1.[c:54]1([P:55]([c:56]2[cH:57][cH:58][cH:59][cH:60][cH:61]2)[c:62]2[cH:63][cH:64][cH:65][cH:66][cH:67]2)[cH:68][cH:69][cH:70][cH:71][cH:72]1.[c:73]1([P:74]([c:75]2[cH:76][cH:77][cH:78][cH:79][cH:80]2)[c:81]2[cH:82][cH:83][cH:84][cH:85][cH:86]2)[cH:87][cH:88][cH:89][cH:90][cH:91]1.[c:92]1([P:93]([c:94]2[cH:95][cH:96][cH:97][cH:98][cH:99]2)[c:100]2[cH:101][cH:102][cH:103][cH:104][cH:105]2)[cH:106][cH:107][cH:108][cH:109][cH:110]1>>[C:1]([CH3:2])([CH3:3])([CH3:4])[O:5][C:6](=[O:7])[N:8]1[CH2:9][CH2:10][CH:11]([CH2:14][N:15]([CH3:16])[CH2:17][c:18]2[n:19][c:20](-[c:39]3[cH:40][cH:41][n:42][cH:43][cH:44]3)[cH:21][cH:22][cH:23]2)[CH2:12][CH2:13]1. Reaction SMILES: [CH2:18]([c:19]1[cH:20][cH:21][cH:22][cH:23][cH:24]1)[NH:25][S:26](=[O:27])(=[O:28])[c:29]1[cH:30][cH:31][c:32]([O:35][CH3:36])[cH:33][cH:34]1.[CH3:37][N:38]1[CH2:39][CH2:40][CH2:41][C:42]1=[O:43].[Cl:1][c:2]1[c:3]2[c:4]([n:5][cH:6][c:7]1[C:8](=[O:9])[O:10][CH2:11][CH3:12])[n:13]([CH3:17])[n:14][c:15]2[CH3:16]>>[c:2]1([N:25]([CH2:18][c:19]2[cH:20][cH:21][cH:22][cH:23][cH:24]2)[S:26](=[O:27])(=[O:28])[c:29]2[cH:30][cH:31][c:32]([O:35][CH3:36])[cH:33][cH:34]2)[c:3]2[c:4]([n:5][cH:6][c:7]1[C:8](=[O:9])[O:10][CH2:11][CH3:12])[n:13]([CH3:17])[n:14][c:15]2[CH3:16]. Yields the product CCOC(=O)c1cnc2c(c(C)nn2C)c1N(Cc1ccccc1)S(=O)(=O)c1ccc(OC)cc1. The reactants are COc1ccc(S(=O)(=O)NCc2ccccc2)cc1, CN1CCCC1=O, CCOC(=O)c1cnc2c(c(C)nn2C)c1Cl.